describe an organic reaction: reactants, conditions, products, and yield From a dataset of the Open Reaction Database (ORD), a public repository of structured organic reaction records. Starting materials: ClC1=NC=C(C=C1C)[N+](=O)[O-] (2-Chloro-3-methyl-5-nitropyridine). The reagents and catalysts are [Fe] (Iron). Run in O.CC(=O)O (H2O AcOH). Run at time 5 hour. The product is NC=1C=C(C(=NC1)Cl)C (5-Amino-2-chloro-3-methylpyridine). Isolated yield 18.6%. As a reaction SMILES: [Cl:1][C:2]1[C:7]([CH3:8])=[CH:6][C:5]([N+:9]([O-])=O)=[CH:4][N:3]=1>O.CC(O)=O.[Fe]>[NH2:9][C:5]1[CH:6]=[C:7]([CH3:8])[C:2]([Cl:1])=[N:3][CH:4]=1 |f:1.2|. Reported procedure: 2-Chloro-3-methyl-5-nitropyridine (15 g, 86.9 mmol; from Maybridge Chemical Co.) was dissolved in a solution of H2O/AcOH (5:1, 60 mL). Iron powder was added to the reaction mixture while maintaining the temperature below 40° C., and the mixture was stirred for 5 hours. The mixture was filtered through celite and the aqueous filtrate was extracted with EtOAc (4×). The filter cake was washed with EtOAc, and the EtOAc solutions were combined, dried (MgSO4), concentrated and chromatographed (silica ... Reactants: Clc1cc(Br)cnc1Br, CC(C)(C)c1ccc(B(O)O)c(O[SiH](c2ccccc2)c2ccccc2)c1. Yields the product CC(C)(C)c1ccc(-c2ncc(Br)cc2Cl)c(O[SiH](c2ccccc2)c2ccccc2)c1. RXN SMILES: [Br:1][c:2]1[n:3][cH:4][c:5]([Br:9])[cH:6][c:7]1[Cl:8].[C:10]([CH3:11])([CH3:12])([CH3:13])[c:14]1[cH:15][c:16]([O:23][SiH:24]([c:25]2[cH:26][cH:27][cH:28][cH:29][cH:30]2)[c:31]2[cH:32][cH:33][cH:34][cH:35][cH:36]2)[c:17]([B:20]([OH:21])[OH:22])[cH:18][cH:19]1>>[c:2]1(-[c:17]2[c:16]([O:23][SiH:24]([c:25]3[cH:26][cH:27][cH:28][cH:29][cH:30]3)[c:31]3[cH:32][cH:33][cH:34][cH:35][cH:36]3)[cH:15][c:14]([C:10]([CH3:11])([CH3:12])[CH3:13])[cH:19][cH:18]2)[n:3][cH:4][c:5]([Br:9])[cH:6][c:7]1[Cl:8]. The reactants are CCN(CC)[N+]([O-])=NOCOC(=O)c1ccc(CN(C(=O)OC(C)(C)C)S(=O)(=O)c2cc(C(=O)NN3c4ccccc4CC3C)ccc2Cl)cc1, C1COCCO1, Cl. Product: CCN(CC)[N+]([O-])=NOCOC(=O)c1ccc(CNS(=O)(=O)c2cc(C(=O)NN3c4ccccc4CC3C)ccc2Cl)cc1. RXN SMILES: [C:1]([O:2][C:3](=[O:4])[N:8]([S:9](=[O:10])(=[O:11])[c:12]1[c:13]([Cl:31])[cH:14][cH:15][c:16]([C:18]([NH:19][N:20]2[CH:21]([CH3:29])[CH2:22][c:23]3[cH:24][cH:25][cH:26][cH:27][c:28]32)=[O:30])[cH:17]1)[CH2:32][c:33]1[cH:34][cH:35][c:36]([C:37](=[O:38])[O:39][CH2:40][O:41][N:42]=[N+:43]([N:44]([CH2:45][CH3:46])[CH2:47][CH3:48])[O-:49])[cH:50][cH:51]1)([CH3:5])([CH3:6])[CH3:7].[CH2:53]1[O:54][CH2:55][CH2:56][O:57][CH2:58]1.[ClH:52]>>[NH:8]([S:9](=[O:10])(=[O:11])[c:12]1[c:13]([Cl:31])[cH:14][cH:15][c:16]([C:18]([NH:19][N:20]2[CH:21]([CH3:29])[CH2:22][c:23]3[cH:24][cH:25][cH:26][cH:27][c:28]32)=[O:30])[cH:17]1)[CH2:32][c:33]1[cH:34][cH:35][c:36]([C:37](=[O:38])[O:39][CH2:40][O:41][N:42]=[N+:43]([N:44]([CH2:45][CH3:46])[CH2:47][CH3:48])[O-:49])[cH:50][cH:51]1. Starting materials: C1CCC2=NCCCN2CC1, COc1cc(OC)nc(NC(=O)Oc2ccccc2)n1, CC#N, Cl, Cn1nnc(-c2ccccc2S(N)(=O)=O)n1. Product: COc1cc(OC)nc(NC(=O)NS(=O)(=O)c2ccccc2-c2nnn(C)n2)n1. RXN SMILES: [CH2:37]1[CH2:38][CH2:39][C:40]2=[N:45][CH2:44][CH2:43][CH2:42][N:41]2[CH2:46][CH2:47]1.[CH3:17][O:18][c:19]1[n:20][c:21]([NH:27][C:28]([O:29][c:31]2[cH:32][cH:33][cH:34][cH:35][cH:36]2)=[O:30])[n:22][c:23]([O:25][CH3:26])[cH:24]1.[CH3:49][C:50]#[N:51].[ClH:48].[NH2:1][S:2](=[O:3])(=[O:4])[c:5]1[c:6](-[c:11]2[n:12][n:13][n:14]([CH3:16])[n:15]2)[cH:7][cH:8][cH:9][cH:10]1>>[NH:1]([S:2](=[O:3])(=[O:4])[c:5]1[c:6](-[c:11]2[n:12][n:13][n:14]([CH3:16])[n:15]2)[cH:7][cH:8][cH:9][cH:10]1)[C:28]([NH:27][c:21]1[n:20][c:19]([O:18][CH3:17])[cH:24][c:23]([O:25][CH3:26])[n:22]1)=[O:29]. Reactants: O=C([O-])O, CCI, COc1cc(C(C)C)c(Oc2cnc(N)nc2N)cc1S(=O)(=O)Cl, [Na+], [Na+], [Na+], C1COCCO1, O, O=S([O-])[O-]. The product is CCS(=O)(=O)c1cc(Oc2cnc(N)nc2N)c(C(C)C)cc1OC. Reaction SMILES: [C:31](=[O:32])([OH:33])[O-:34].[CH2:36]([CH3:37])[I:38].[NH2:7][c:8]1[n:9][cH:10][c:11]([O:15][c:16]2[c:17]([CH:28]([CH3:29])[CH3:30])[cH:18][c:19]([O:26][CH3:27])[c:20]([S:22](=[O:23])(=[O:24])[Cl:25])[cH:21]2)[c:12]([NH2:14])[n:13]1.[Na+:35].[Na+:5].[Na+:6].[O:40]1[CH2:41][CH2:42][O:43][CH2:44][CH2:45]1.[OH2:39].[S:1]([O-:2])([O-:3])=[O:4]>>[NH2:7][c:8]1[n:9][cH:10][c:11]([O:15][c:16]2[c:17]([CH:28]([CH3:29])[CH3:30])[cH:18][c:19]([O:26][CH3:27])[c:20]([S:22](=[O:23])(=[O:24])[CH2:36][CH3:37])[cH:21]2)[c:12]([NH2:14])[n:13]1.